This data is from the Open Reaction Database (ORD), a public repository of structured organic reaction records. The task is: describe an organic reaction: reactants, conditions, products, and yield Reactants: ClCCl, OCc1cc2cc(OCCN3CCOCC3)ccc2[nH]1. Yields the product O=Cc1cc2cc(OCCN3CCOCC3)ccc2[nH]1. RXN SMILES: [Cl:21][CH2:22][Cl:23].[O:1]1[CH2:2][CH2:3][N:4]([CH2:7][CH2:8][O:9][c:10]2[cH:11][c:12]3[cH:13][c:14]([CH2:19][OH:20])[nH:15][c:16]3[cH:17][cH:18]2)[CH2:5][CH2:6]1>>[O:1]1[CH2:2][CH2:3][N:4]([CH2:7][CH2:8][O:9][c:10]2[cH:11][c:12]3[cH:13][c:14]([CH:19]=[O:20])[nH:15][c:16]3[cH:17][cH:18]2)[CH2:5][CH2:6]1. The reactants are CN (Methylamine), BrC1=C(C=C(C=C1)S(=O)(=O)Cl)C (4-bromo-3-methyl-benzenesulfonyl chloride). Run in O1CCCC1 (tetrahydrofuran). Reaction conditions: time 3 hour. The product is BrC1=C(C=C(C=C1)S(=O)(=O)NC)C (4-bromo-3-methyl-N-methyl-benzenesulfonamide). Yield: 83.7%. Reaction SMILES: [CH3:1][NH2:2].[Br:3][C:4]1[CH:9]=[CH:8][C:7]([S:10](Cl)(=[O:12])=[O:11])=[CH:6][C:5]=1[CH3:14]>O1CCCC1>[Br:3][C:4]1[CH:9]=[CH:8][C:7]([S:10]([NH:2][CH3:1])(=[O:12])=[O:11])=[CH:6][C:5]=1[CH3:14]. Procedure: Methylamine (2.0 M in tetrahydrofuran, 46.37 mL, 92.75 mmol) was added to a stirred solution of 4-bromo-3-methyl-benzenesulfonyl chloride (5.0 g, 19 mmol) in tetrahydrofuran at 0° C., and the reaction mixture was stirred at room temperature for 3 h. The reaction mixture was concentrated under reduced pressure, diluted with ethyl acetate (50 mL), washed with 2.0 N aqueous HCl (20 mL), dried over anhydrous sodium sulfate and concentrated under reduced pressure to provide 4-bromo-3-methyl-N-methyl-... Starting materials: CO, [K+], [OH-], COC(=O)CCCC=CCC1C2CCC(C2)C1NC(=O)c1ccc(-c2ccccc2)cc1. The product is O=C(O)CCCC=CCC1C2CCC(C2)C1NC(=O)c1ccc(-c2ccccc2)cc1. RXN SMILES: [CH3:35][OH:36].[K+:34].[OH-:33].[c:1]1(-[c:27]2[cH:28][cH:29][cH:30][cH:31][cH:32]2)[cH:2][cH:3][c:4]([C:7](=[O:8])[NH:9][CH:10]2[CH:11]([CH2:17][CH:18]=[CH:19][CH2:20][CH2:21][CH2:22][C:23](=[O:24])[O:25][CH3:26])[CH:12]3[CH2:13][CH2:14][CH:15]2[CH2:16]3)[cH:5][cH:6]1>>[c:1]1(-[c:27]2[cH:28][cH:29][cH:30][cH:31][cH:32]2)[cH:2][cH:3][c:4]([C:7](=[O:8])[NH:9][CH:10]2[CH:11]([CH2:17][CH:18]=[CH:19][CH2:20][CH2:21][CH2:22][C:23](=[O:24])[OH:25])[CH:12]3[CH2:13][CH2:14][CH:15]2[CH2:16]3)[cH:5][cH:6]1. Yield: 49.1%. Procedure: To a stirred solution of 2-(4-bromo-2-chloro-phenyl)-1,1,1,3,3,3-hexamethyl-disilazane (0.484 g, 1.38 mmol) in ether (14 mL) at −78° C. and under nitrogen was added tert-butyllithium (2.03 mL, 1.43 M solution in pentanes, 2.91 mmol) dropwise. After 90 minutes, a solution of 2-butyl-2-formyl-pyrrolidine-1-carboxylic acid tert-butyl ester (0.353 g, 1.38 mmol) in ether (3 mL) was added to the reaction mixture dropwise. After one hour, the reaction mixture was warmed to ambient temperature and stirr... Run at time 90 minute. Solvent: CCOCC (ether), CCOCC (ether). Yields the product C(C)(C)(C)OC(=O)N1C(CCC1)(C(O)C1=CC(=C(C=C1)N([Si](C)(C)C)[Si](C)(C)C)Cl)CCCC (2-butyl-2-{[3-chloro-4-(1,1,1,3,3,3-hexamethyl-disilazan-2-yl)-phenyl]-hydroxy-methyl}-pyrrolidine-1-carboxylic acid tert-butyl ester). RXN SMILES: Br[C:2]1[CH:7]=[CH:6][C:5]([N:8]([Si:13]([CH3:16])([CH3:15])[CH3:14])[Si:9]([CH3:12])([CH3:11])[CH3:10])=[C:4]([Cl:17])[CH:3]=1.C([Li])(C)(C)C.[C:23]([O:27][C:28]([N:30]1[CH2:34][CH2:33][CH2:32][C:31]1([CH2:37][CH2:38][CH2:39][CH3:40])[CH:35]=[O:36])=[O:29])([CH3:26])([CH3:25])[CH3:24]>CCOCC>[C:23]([O:27][C:28]([N:30]1[CH2:34][CH2:33][CH2:32][C:31]1([CH2:37][CH2:38][CH2:39][CH3:40])[CH:35]([C:2]1[CH:7]=[CH:6][C:5]([N:8]([Si:13]([CH3:16])([CH3:15])[CH3:14])[Si:9]([CH3:12])([CH3:11])[CH3:10])=[C:4]([Cl:17])[CH:3]=1)[OH:36])=[O:29])([CH3:26])([CH3:25])[CH3:24]. Starting materials: BrC1=CC(=C(C=C1)N([Si](C)(C)C)[Si](C)(C)C)Cl (2-(4-bromo-2-chloro-phenyl)-1,1,1,3,3,3-hexamethyl-disilazane), C(C)(C)(C)[Li] (tert-butyllithium), C(C)(C)(C)OC(=O)N1C(CCC1)(C=O)CCCC (2-butyl-2-formyl-pyrrolidine-1-carboxylic acid tert-butyl ester).